Dataset: the Open Reaction Database (ORD), a public repository of structured organic reaction records. Task: describe an organic reaction: reactants, conditions, products, and yield Starting materials: Br, Br, COc1ccc(CCOS(C)(=O)=O)cc1, CN(C)C=O, Fc1ccc(Cn2c(NC3CCNCC3)nc3ccccc32)cc1, [I-], [K+], [Na+], [Na+], O=C([O-])[O-]. Yields the product COc1ccc(CCN2CCC(Nc3nc4ccccc4n3Cc3ccc(F)cc3)CC2)cc1. Reaction SMILES: [BrH:16].[BrH:17].[CH3:1][S:2]([O:3][CH2:6][CH2:7][c:8]1[cH:9][cH:10][c:11]([O:14][CH3:15])[cH:12][cH:13]1)(=[O:4])=[O:5].[CH3:50][N:51]([CH3:52])[CH:53]=[O:54].[F:18][c:19]1[cH:20][cH:21][c:22]([CH2:25][n:26]2[c:27]([NH:35][CH:36]3[CH2:37][CH2:38][NH:39][CH2:40][CH2:41]3)[n:28][c:29]3[c:30]2[cH:31][cH:32][cH:33][cH:34]3)[cH:23][cH:24]1.[I-:49].[K+:48].[Na+:42].[Na+:43].[O-:44][C:45](=[O:46])[O-:47]>>[CH2:6]([CH2:7][c:8]1[cH:9][cH:10][c:11]([O:14][CH3:15])[cH:12][cH:13]1)[N:39]1[CH2:38][CH2:37][CH:36]([NH:35][c:27]2[n:26]([CH2:25][c:22]3[cH:21][cH:20][c:19]([F:18])[cH:24][cH:23]3)[c:30]3[c:29]([n:28]2)[cH:34][cH:33][cH:32][cH:31]3)[CH2:41][CH2:40]1.